Dataset: the Open Reaction Database (ORD), a public repository of structured organic reaction records. Task: describe an organic reaction: reactants, conditions, products, and yield The reactants are FC1=C(C=C(C=C1)OC)C1=C(C=C(C=C1)OCC1=NC=CC(=C1)CCC(=O)OCC)CC(C)(C)C (ethyl 3-(2-(((2′-fluoro-5′-methoxy-2-neopentyl-[1,1′-biphenyl]-4-yl)oxy)methyl)pyridin-4-yl)propanoate), [OH-].[Na+] (sodium hydroxide), Cl (hydrochloric acid). Run in C1CCOC1 (THF), CO (methanol). Run at time 20 minute. Yields the product CC(CC1=C(C=CC(=C1)OCC1=NC=CC(=C1)CCC(=O)O)C1=C(C=CC(=C1)OC)F)(C)C (3-(2-(((2-(2,2-dimethylpropyl)-2′-fluoro-5′-methoxybiphenyl-4-yl)oxy)methyl)pyridin-4-yl)propanoic acid). The yield is 73.8%. As a reaction SMILES: [F:1][C:2]1[CH:7]=[CH:6][C:5]([O:8][CH3:9])=[CH:4][C:3]=1[C:10]1[CH:15]=[CH:14][C:13]([O:16][CH2:17][C:18]2[CH:23]=[C:22]([CH2:24][CH2:25][C:26]([O:28]CC)=[O:27])[CH:21]=[CH:20][N:19]=2)=[CH:12][C:11]=1[CH2:31][C:32]([CH3:35])([CH3:34])[CH3:33].[OH-].[Na+].Cl>C1COCC1.CO>[CH3:33][C:32]([CH3:35])([CH3:34])[CH2:31][C:11]1[CH:12]=[C:13]([O:16][CH2:17][C:18]2[CH:23]=[C:22]([CH2:24][CH2:25][C:26]([OH:28])=[O:27])[CH:21]=[CH:20][N:19]=2)[CH:14]=[CH:15][C:10]=1[C:3]1[CH:4]=[C:5]([O:8][CH3:9])[CH:6]=[CH:7][C:2]=1[F:1] |f:1.2|. Procedure details: To a solution of ethyl 3-(2-(((2′-fluoro-5′-methoxy-2-neopentyl-[1,1′-biphenyl]-4-yl)oxy)methyl)pyridin-4-yl)propanoate (72 mg) in THF (1.5 mL) and methanol (0.75 mL) was added 1N aqueous sodium hydroxide solution (1.5 mL), and the mixture was stirred at room temperature for 20 min. The reaction mixture was neutralized with 1N hydrochloric acid (1.5 mL), and extracted with ethyl acetate. The extract was washed with water and saturated brine, and dried over anhydrous magnesium sulfate. The solven... The reactants are C(CCCCCCCCCCC)C1=CC=C(C=C1)S(=O)(=O)Cl (4-dodecylbenzenesulfonyl chloride), CN(C1=CC=CC=C1)C (N,N-dimethylaniline), CC1=CC=C(CO)C=C1 (4-methylbenzylalcohol), CC(C)([O-])C.[K+] (potassium t-butoxide). Run in O1CCOCC1 (1,4-dioxane), O1CCOCC1 (1,4-dioxane). Reaction conditions: time 16 hour. Product: C(CCCCCCCCCCC)C1=CC=C(C=C1)S(=O)(=O)[O-].CC1=CC=C(C[N+](C2=CC=CC=C2)(C)C)C=C1 (N-(4-methylbenzyl)-N,N-dimethylanilinium 4-dodecylbenzenesulfonate). Isolated yield 53.0%. RXN SMILES: [CH3:1][C:2]1[CH:9]=[CH:8][C:5]([CH2:6][OH:7])=[CH:4][CH:3]=1.CC(C)([O-])C.[K+].[CH2:16]([C:28]1[CH:33]=[CH:32][C:31]([S:34](Cl)(=[O:36])=[O:35])=[CH:30][CH:29]=1)[CH2:17][CH2:18][CH2:19][CH2:20][CH2:21][CH2:22][CH2:23][CH2:24][CH2:25][CH2:26][CH3:27].[CH3:38][N:39]([CH3:46])[C:40]1[CH:45]=[CH:44][CH:43]=[CH:42][CH:41]=1>O1CCOCC1>[CH2:16]([C:28]1[CH:33]=[CH:32][C:31]([S:34]([O-:36])(=[O:7])=[O:35])=[CH:30][CH:29]=1)[CH2:17][CH2:18][CH2:19][CH2:20][CH2:21][CH2:22][CH2:23][CH2:24][CH2:25][CH2:26][CH3:27].[CH3:1][C:2]1[CH:9]=[CH:8][C:5]([CH2:6][N+:39]([CH3:46])([CH3:38])[C:40]2[CH:45]=[CH:44][CH:43]=[CH:42][CH:41]=2)=[CH:4][CH:3]=1 |f:1.2,6.7|. Reported procedure: 12.21 g (0.1 mol) of 4-methylbenzylalcohol was dissolved in 60 g of 1,4-dioxane, and was added while cooling to 11.22 g (0.1 mol) of potassium t-butoxide. The solution was added dropwise to a solution of 34.5 g (0.1 mol) of 4-dodecylbenzenesulfonyl chloride in 1,4-dioxane over one hour. Subsequently, 12.12 g (0.1 mol) of N,N-dimethylaniline was added and stirred at room temperature for 16 hours. After the completion of the reaction, the mixture was filtered and concentrated, and the precipitated... The reactants are CC(NC1CCN(C(=O)OC(C)(C)C)CC1C(F)(F)F)c1ccccc1, CCO. Product: CC(C)(C)OC(=O)N1CCC(N)C(C(F)(F)F)C1. Reaction SMILES: [C:1]([CH3:2])([CH3:3])([CH3:4])[O:5][C:6](=[O:7])[N:8]1[CH2:9][CH:10]([C:23]([F:24])([F:25])[F:26])[CH:11]([NH:14][CH:15]([c:16]2[cH:17][cH:18][cH:19][cH:20][cH:21]2)[CH3:22])[CH2:12][CH2:13]1.[CH3:27][CH2:28][OH:29]>>[C:1]([CH3:2])([CH3:3])([CH3:4])[O:5][C:6](=[O:7])[N:8]1[CH2:9][CH:10]([C:23]([F:24])([F:25])[F:26])[CH:11]([NH2:14])[CH2:12][CH2:13]1. Starting materials: BrC(C(=O)OCC)CCCCCCC (ethyl 2-bromononanoate), CC(CC)C1=CC=C(C=C1)O (4-(1-methylpropyl)phenol). The product is CC(CC)C1=CC=C(OC(C(=O)O)CCCCCCC)C=C1 (2-(4-(1-methylpropyl)phenoxy) nonanoic acid). Reaction SMILES: Br[CH:2]([CH2:8][CH2:9][CH2:10][CH2:11][CH2:12][CH2:13][CH3:14])[C:3]([O:5]CC)=[O:4].[CH3:15][CH:16]([C:19]1[CH:24]=[CH:23][C:22]([OH:25])=[CH:21][CH:20]=1)[CH2:17][CH3:18]>>[CH3:15][CH:16]([C:19]1[CH:20]=[CH:21][C:22]([O:25][CH:2]([CH2:8][CH2:9][CH2:10][CH2:11][CH2:12][CH2:13][CH3:14])[C:3]([OH:5])=[O:4])=[CH:23][CH:24]=1)[CH2:17][CH3:18]. Procedure: By use of the procedures described in Examples 1 and 3, ethyl 2-bromononanoate and 4-(1-methylpropyl)phenol were coupled and the product saponified to give 2-(4-(1-methylpropyl)phenoxy) nonanoic acid. This material (1.0 g) was then methylated at the 2-position according to the procedure of Pfeffer, et. al. (J. Org. Chem., 1972, 37, 451) to give 2-methyl-2-hexanethiodecanoic acid (0.928 g). This material (0.86 g) was converted to the corresponding acid chloride with oxalyl chloride and coupled wi...